From a dataset of the Open Reaction Database (ORD), a public repository of structured organic reaction records. describe an organic reaction: reactants, conditions, products, and yield Reactants: [Li+].[OH-] (LiOH), COC(CCCC1=NOC(=C1)C1=C(C=CC=C1)OC)=O (4-[5-(2-Methoxy-phenyl)-isoxazol-3-yl]-butyric acid methyl ester). The solvent is O (water), O1CCOCC1 (dioxane). Reaction conditions: time 8 hour. Product: COC1=C(C=CC=C1)C1=CC(=NO1)CCCC(=O)O (4-[5-(2-methoxy-phenyl)-isoxazol-3-yl]-butyric acid). Yield: 100.7%. Reaction SMILES: [Li+].[OH-].C[O:4][C:5](=[O:22])[CH2:6][CH2:7][CH2:8][C:9]1[CH:13]=[C:12]([C:14]2[CH:19]=[CH:18][CH:17]=[CH:16][C:15]=2[O:20][CH3:21])[O:11][N:10]=1>O.O1CCOCC1>[CH3:21][O:20][C:15]1[CH:16]=[CH:17][CH:18]=[CH:19][C:14]=1[C:12]1[O:11][N:10]=[C:9]([CH2:8][CH2:7][CH2:6][C:5]([OH:22])=[O:4])[CH:13]=1 |f:0.1|. Procedure: Add a solution of LiOH (0.98 g, 40.86 mmol) in water (30 mL) to a rapidly stirred solution of 4-[5-(2-Methoxy-phenyl)-isoxazol-3-yl]-butyric acid methyl ester (2.25 g, 8.17 mmol) in dioxane (60 mL), stir at room temperature overnight Quench with 1N HCl solution and concentrate to remove the majority of the dioxane. Add 1N NaOH to adjust pH to 4-5, extract with EtOAc (×2). Dry combined organic layers over MgSO4 and concentrate to get 2.15 g yellow oil. Recrystallize from EtOAc/hexanes to afford t...